Dataset: the Open Reaction Database (ORD), a public repository of structured organic reaction records. Task: describe an organic reaction: reactants, conditions, products, and yield The reactants are CCO, [K+], CCCCCCCC(=O)CC(=O)OCC, [OH-]. The product is [K+], CCCCCCCC(=O)CC(=O)[O-]. As a reaction SMILES: [CH3:18][CH2:19][OH:20].[K+:17].[O:1]=[C:2]([CH2:3][C:4](=[O:5])[O:6][CH2:7][CH3:8])[CH2:9][CH2:10][CH2:11][CH2:12][CH2:13][CH2:14][CH3:15].[OH-:16]>>[K+:17].[O:1]=[C:2]([CH2:3][C:4](=[O:5])[O-:6])[CH2:9][CH2:10][CH2:11][CH2:12][CH2:13][CH2:14][CH3:15]. Starting materials: C1CCOC1, COC(=O)c1nc2c(cc1C)SCC(=O)N2. The product is Cc1cc2c(nc1CO)NC(=O)CS2. Reaction SMILES: [CH2:17]1[O:18][CH2:19][CH2:20][CH2:21]1.[CH3:1][c:2]1[cH:3][c:4]2[c:9]([n:10][c:11]1[C:12](=[O:13])[O:14][CH3:15])[NH:8][C:7](=[O:16])[CH2:6][S:5]2>>[CH3:1][c:2]1[cH:3][c:4]2[c:9]([n:10][c:11]1[CH2:12][OH:13])[NH:8][C:7](=[O:16])[CH2:6][S:5]2. Reactants: C(C)(=O)NC1=CC=C(C2=CC=CC=C12)S(=O)(=O)O.N1=CC=CC=C1 (pyridine N-acetyl-1-aminonaphthalene-4-sulphonate), Cl (hydrochloric acid). Solvent: O (water). Product: C(C)(=O)NC1=CC=C(C2=CC=CC=C12)S(=O)(=O)O (N-acetyl-1-amino-4-naphthalenesulphonic acid). RXN SMILES: [C:1]([NH:4][C:5]1[C:14]2[C:9](=[CH:10][CH:11]=[CH:12][CH:13]=2)[C:8]([S:15]([OH:18])(=[O:17])=[O:16])=[CH:7][CH:6]=1)(=[O:3])[CH3:2].N1C=CC=CC=1.Cl>O>[C:1]([NH:4][C:5]1[C:14]2[C:9](=[CH:10][CH:11]=[CH:12][CH:13]=2)[C:8]([S:15]([OH:18])(=[O:16])=[O:17])=[CH:7][CH:6]=1)(=[O:3])[CH3:2] |f:0.1|. Procedure details: 15 g (0.04 mole) of pyridine N-acetyl-1-aminonaphthalene-4-sulphonate is dissolved in the minimum amount of water in an Erlenmeyer flask. This solution is conveniently cooled and is acidified with concentrated hydrochloric acid, following which the precipitate formed is collected in a filter to give N-acetyl-1-amino-4-naphthalenesulphonic acid, which is then filtered, washed and dried, and suspended in water. An aqueous solution of the stoichiometric amount of tranexamic acid (AMCHA) is then add...